This data is from the Open Reaction Database (ORD), a public repository of structured organic reaction records. The task is: describe an organic reaction: reactants, conditions, products, and yield The reactants are N#Cc1ccc(CBr)cc1, O=c1[nH]nc2c(-c3ccc(Cl)cc3)c(-c3ccc(Cl)cc3)cnn12, [K+], [K+], O=C([O-])[O-], CN(C)C=O. Product: N#Cc1ccc(Cn2nc3c(-c4ccc(Cl)cc4)c(-c4ccc(Cl)cc4)cnn3c2=O)cc1. As a reaction SMILES: [Br:31][CH2:32][c:33]1[cH:34][cH:35][c:36]([C:39]#[N:40])[cH:37][cH:38]1.[Cl:1][c:2]1[cH:3][cH:4][c:5](-[c:8]2[c:9](-[c:18]3[cH:19][cH:20][c:21]([Cl:24])[cH:22][cH:23]3)[c:10]3[n:11]([n:12][cH:13]2)[c:14](=[O:17])[nH:15][n:16]3)[cH:6][cH:7]1.[K+:25].[K+:26].[O-:27][C:28]([O-:29])=[O:30].[O:41]=[CH:42][N:43]([CH3:44])[CH3:45]>>[Cl:1][c:2]1[cH:3][cH:4][c:5](-[c:8]2[c:9](-[c:18]3[cH:19][cH:20][c:21]([Cl:24])[cH:22][cH:23]3)[c:10]3[n:11]([n:12][cH:13]2)[c:14](=[O:17])[n:15]([CH2:32][c:33]2[cH:34][cH:35][c:36]([C:39]#[N:40])[cH:37][cH:38]2)[n:16]3)[cH:6][cH:7]1.